Dataset: the Open Reaction Database (ORD), a public repository of structured organic reaction records. Task: describe an organic reaction: reactants, conditions, products, and yield Starting materials: [N+](=O)([O-])C1=CC=C(C=C1)O (4-nitrophenol), C(OCCOC)Cl (MEM-Cl), CCN(C(C)C)C(C)C (DIPEA), C(Cl)Cl (DCM). Solvent: O (water), CCCCCC.C(C)(=O)OCC (hexane ethyl acetate). Reaction conditions: temperature 0 celsius, time 30 minute. Product: COCCOCOC1=CC=C(C=C1)[N+](=O)[O-] (1-[(2-methoxyethoxy)methoxy]-4-nitrobenzene). Yield: 95.9%. As a reaction SMILES: [N+:1]([C:4]1[CH:9]=[CH:8][C:7]([OH:10])=[CH:6][CH:5]=1)([O-:3])=[O:2].CCN(C(C)C)C(C)C.C(Cl)Cl.[CH2:23](Cl)[O:24][CH2:25][CH2:26][O:27][CH3:28]>O.CCCCCC.C(OCC)(=O)C>[CH3:23][O:24][CH2:25][CH2:26][O:27][CH2:28][O:10][C:7]1[CH:8]=[CH:9][C:4]([N+:1]([O-:3])=[O:2])=[CH:5][CH:6]=1 |f:5.6|. Reported procedure: In a 50 mL, 3-neck RBF equipped with a magnetic stirrer, reflux condenser, calcium chloride guard tube and thermometer pocket were sequentially charged 4-nitrophenol (1.50 g), DIPEA (2.90 mL) and DCM (25 mL). MEM-Cl (2.016 g) was added drop wise to the reaction at 0° C. The reaction mixture was stirred at 0° C. for 30 minutes and then allowed to stir at room temperature for 4 hours. The reaction was monitored on TLC using hexane:ethyl acetate (8:2) as mobile phase. After completion, the reaction... Reactants: Cc1sc(C)c2c(=O)n3cc(C(N)=O)ccc3nc12, ClC(Cl)Cl, O=P(Cl)(Cl)Cl, c1ccncc1. Product: Cc1sc(C)c2c(=O)n3cc(C#N)ccc3nc12. As a reaction SMILES: [CH3:1][c:2]1[s:3][c:4]([CH3:19])[c:5]2[n:6][c:7]3[n:8]([c:9](=[O:11])[c:10]12)[cH:12][c:13]([C:16](=[O:17])[NH2:18])[cH:14][cH:15]3.[CH:25]([Cl:26])([Cl:27])[Cl:28].[P:20]([Cl:21])([Cl:22])([Cl:23])=[O:24].[cH:29]1[cH:30][cH:31][n:32][cH:33][cH:34]1>>[CH3:1][c:2]1[s:3][c:4]([CH3:19])[c:5]2[n:6][c:7]3[n:8]([c:9](=[O:11])[c:10]12)[cH:12][c:13]([C:16]#[N:18])[cH:14][cH:15]3.